Dataset: the Open Reaction Database (ORD), a public repository of structured organic reaction records. Task: describe an organic reaction: reactants, conditions, products, and yield Reactants: C([O-])([O-])=O.[K+].[K+] (potassium carbonate), CI (methyl iodide), C(C=C)C=1C(=C(C(=O)OC)C=C(C1N)Cl)O (Methyl 3-allyl-2-hydroxy-4-amino-5-chlorobenzoate). The solvent is CC(=O)C (acetone). The product is C(C=C)C=1C(=C(C(=O)OC)C=C(C1N)Cl)OC (Methyl 3-allyl-2-methoxy-4-amino-5-chlorobenzoate). Reaction SMILES: [C:1](=O)([O-])[O-].[K+].[K+].CI.[CH2:9]([C:12]1[C:13]([OH:24])=[C:14]([CH:19]=[C:20]([Cl:23])[C:21]=1[NH2:22])[C:15]([O:17][CH3:18])=[O:16])[CH:10]=[CH2:11]>CC(C)=O>[CH2:9]([C:12]1[C:13]([O:24][CH3:1])=[C:14]([CH:19]=[C:20]([Cl:23])[C:21]=1[NH2:22])[C:15]([O:17][CH3:18])=[O:16])[CH:10]=[CH2:11] |f:0.1.2|. Reported procedure: A mixture of potassium carbonate (19 g), methyl iodide (8 g) and the phenolic compound of step 2 above (3.4 g) in acetone (100 ml) is stirred under reflux for about 6.4 hours. The mixture is partitioned between CH2Cl2 and H2O, and the organic layer is separated and washed with 10% aqueous HCl, dried (MgSO4) and evaporated affording an oil which chromatographed on silica gel affording the desired product which is used in the next step.